This data is from the Open Reaction Database (ORD), a public repository of structured organic reaction records. The task is: describe an organic reaction: reactants, conditions, products, and yield The reactants are C(C)OC(=O)C1(CCNCC1)CC#N (4-Cyanomethyl-piperidine-4-carboxylic acid ethyl ester), ClC1=C(C=CC=C1)S(=O)(=O)Cl (2-chlorobenzenesulfonyl chloride). Run in N1=CC=CC=C1 (pyridine). Reaction conditions: time 8 hour. The product is C(C)OC(=O)C1(CCN(CC1)S(=O)(=O)C1=C(C=CC=C1)Cl)CC#N (1-(2-Chloro-benzenesulfonyl)-4-cyanomethyl-piperidine-4-carboxylic acid ethyl ester). The yield is 31.7%. As a reaction SMILES: [CH2:1]([O:3][C:4]([C:6]1([CH2:12][C:13]#[N:14])[CH2:11][CH2:10][NH:9][CH2:8][CH2:7]1)=[O:5])[CH3:2].[Cl:15][C:16]1[CH:21]=[CH:20][CH:19]=[CH:18][C:17]=1[S:22](Cl)(=[O:24])=[O:23]>N1C=CC=CC=1>[CH2:1]([O:3][C:4]([C:6]1([CH2:12][C:13]#[N:14])[CH2:7][CH2:8][N:9]([S:22]([C:17]2[CH:18]=[CH:19][CH:20]=[CH:21][C:16]=2[Cl:15])(=[O:24])=[O:23])[CH2:10][CH2:11]1)=[O:5])[CH3:2]. Procedure: 4-Cyanomethyl-piperidine-4-carboxylic acid ethyl ester (14.2 g) was dissolved in pyridine (150 ml), 2-chlorobenzenesulfonyl chloride (16.83 g) was added and the reaction mixture was stirred overnight at RT. Then, most of pyridine was evaporated off in vacuo, the residue was dissolved in AcOEt, washed with 0.5M aqueous HCl and brine. The organic layer was dried over magnesium sulphate and concentrated in vacuo. The residue (crude oil) was chromatographed over silica (AcOEt/Heptanes, gradient from...